Dataset: the Open Reaction Database (ORD), a public repository of structured organic reaction records. Task: describe an organic reaction: reactants, conditions, products, and yield Reactants: ClC=1C=C(C=CC1NC=1SC=CN1)CC(=O)OCC (ethyl 2-[3-chloro-4-(N-thiazol-2-ylamino)phenyl]acetate), CI (methyl iodide). Run in C(C)O (ethanol). Product: [I-].C[N+]1=C(SC=C1)NC1=C(C=C(C=C1)CC(=O)OCC)Cl (3-methyl-2-[2-chloro-4-(ethoxycarbonylmethyl)anilino]-thiazolium iodide). Reaction SMILES: [Cl:1][C:2]1[CH:3]=[C:4]([CH2:14][C:15]([O:17][CH2:18][CH3:19])=[O:16])[CH:5]=[CH:6][C:7]=1[NH:8][C:9]1[S:10][CH:11]=[CH:12][N:13]=1.[CH3:20][I:21]>C(O)C>[I-:21].[CH3:20][N+:13]1[CH:12]=[CH:11][S:10][C:9]=1[NH:8][C:7]1[CH:6]=[CH:5][C:4]([CH2:14][C:15]([O:17][CH2:18][CH3:19])=[O:16])=[CH:3][C:2]=1[Cl:1] |f:3.4|. Reported procedure: A mixture of ethyl 2-[3-chloro-4-(N-thiazol-2-ylamino)phenyl]acetate (8.9 g), methyl iodide (44 ml) and ethanol (44 ml) is heated at 50°-55° C for 42 hours with stirring. The ethanol and methyl iodide are evaporated and the residue is washed with ether and kept at room temperature to give a precipitate. The precipitate is washed with ethyl acetate and cold acetone successively and recrystallized from acetone to give 3-methyl-2-[2-chloro-4-(ethoxycarbonylmethyl)anilino]-thiazolium iodide (6.6 g) ... Starting materials: COC(C1=CC=C(C=C1)N=NC=1NC=C(N1)CC(=O)OC)=O (4-(4-methoxycarbonylmethyl-1H-imidazol-2-ylazo)-benzoic acid methyl ester), FC(C(=O)O)(F)F (Trifluoroacetic acid). Reagents/catalysts: [Pt](=O)=O (platinum (IV) oxide), O=[Pt]=O (PtO2). Solvent: CO (methanol). Product: COC(CC=1N=C(NC1)N)=O ((2-Amino-1H-imidazol-4-yl)-acetic acid methyl ester), FC(C(=O)O)(F)F (TFA). Reaction SMILES: COC(=O)C1C=CC(N=[N:11][C:12]2[NH:13][CH:14]=[C:15]([CH2:17][C:18]([O:20][CH3:21])=[O:19])[N:16]=2)=CC=1.[F:23][C:24]([F:29])([F:28])[C:25]([OH:27])=[O:26]>[Pt](=O)=O.CO>[CH3:21][O:20][C:18](=[O:19])[CH2:17][C:15]1[N:16]=[C:12]([NH2:11])[NH:13][CH:14]=1.[F:23][C:24]([F:29])([F:28])[C:25]([OH:27])=[O:26]. Procedure details: A mixture of 4-(4-methoxycarbonylmethyl-1H-imidazol-2-ylazo)-benzoic acid methyl ester (2 mmol, 604 mg) synthesized above, platinum (IV) oxide (60 mg) and methanol (50 mL) was hydrogenated (60 psi) for two days (another portion of PtO2 was added after one day). Trifluoroacetic acid (TFA) (2 mmol, 0.15 mL) was added to the reaction mixture and it was filtered. The filtrate was concentrated and diluted with water, washed with ether (2×50 mL). Evaporation of the water from the aqueous solution gave... Reactants: CCN(C(C)C)C(C)C (DIPEA), C(OC)(=O)Cl (methyl carbonochloridate), FC=1C=C(CC2NCCC(C2)C(=O)OC)C=CC1F (Methyl 2-(3,4-difluorobenzyl)piperidine-4-carboxylate). Solvent: C(Cl)Cl (DCM). Run at time 2 hour. The product is FC=1C=C(CC2N(CCC(C2)C(=O)OC)C(=O)OC)C=CC1F (dimethyl 2-(3,4-difluorobenzyl)piperidine-1,4-dicarboxylate). Yield: 71.5%. RXN SMILES: [F:1][C:2]1[CH:3]=[C:4]([CH:16]=[CH:17][C:18]=1[F:19])[CH2:5][CH:6]1[CH2:11][CH:10]([C:12]([O:14][CH3:15])=[O:13])[CH2:9][CH2:8][NH:7]1.CCN(C(C)C)C(C)C.[C:29](Cl)(=[O:32])[O:30][CH3:31]>C(Cl)Cl>[F:1][C:2]1[CH:3]=[C:4]([CH:16]=[CH:17][C:18]=1[F:19])[CH2:5][CH:6]1[CH2:11][CH:10]([C:12]([O:14][CH3:15])=[O:13])[CH2:9][CH2:8][N:7]1[C:29]([O:30][CH3:31])=[O:32]. Procedure: Methyl 2-(3,4-difluorobenzyl)piperidine-4-carboxylate (8.115 g, 30.14 mmol) was dissolved in DCM (200 mL) and DIPEA (6.30 mL, 36.16 mmol), then methyl carbonochloridate (3.3 mL, 41.91 mmol) was added. The solution was stirred at room temperature for 2 h. The reaction mixture was washed with 0.1 M HCl satd NaHCO3. The organic phase was passed through a phase separator and evaporated. The residue was redissolved in ether/pentane, 80/20, the solution washed with 1 M HCl 5 times, then with satd NaHC... Starting materials: ClC1=CC=C(C=2N3C(=NC21)NCC3)C(CC)CC (8-chloro-5-(1-ethylpropyl)-2,3-dihydro-1H-imidazo[1,2-a]benzimidazole), [H-].[Na+] (sodium hydride), CC1=CC(=C(C(=C1)C)C(=O)C)C (2,4,6-trimethylacetophenone). Run in O (water), CN(C=O)C (N,N-dimethylformamide). Run at time 15 minute. The product is ClC1=CC=C(C=2N3C(=NC21)N(CC3)C(=O)C3=C(C=C(C=C3C)C)C)C(CC)CC (8-Chloro-5-(1-ethylpropyl)-1-[(2,4,6-trimethylphenyl)carbonyl]-2,3-dihydro-1H-imidazo[1,2-a]benzimidazole). Yield: 46.8%. As a reaction SMILES: [Cl:1][C:2]1[C:10]2[N:9]=[C:8]3[NH:11][CH2:12][CH2:13][N:7]3[C:6]=2[C:5]([CH:14]([CH2:17][CH3:18])[CH2:15][CH3:16])=[CH:4][CH:3]=1.[H-].[Na+].[CH3:21][C:22]1[CH:27]=[C:26]([CH3:28])[C:25]([C:29](C)=[O:30])=[C:24]([CH3:32])[CH:23]=1>CN(C)C=O.O>[Cl:1][C:2]1[C:10]2[N:9]=[C:8]3[N:11]([C:29]([C:25]4[C:24]([CH3:32])=[CH:23][C:22]([CH3:21])=[CH:27][C:26]=4[CH3:28])=[O:30])[CH2:12][CH2:13][N:7]3[C:6]=2[C:5]([CH:14]([CH2:17][CH3:18])[CH2:15][CH3:16])=[CH:4][CH:3]=1 |f:1.2|. Procedure details: To a solution of 8-chloro-5-(1-ethylpropyl)-2,3-dihydro-1H-imidazo[1,2-a]benzimidazole (32.9 mg, 0.125 mmol) in N,N-dimethylformamide (0.5 mL) was added sodium hydride (19.8 μL, 0.142 mmol) at 0° C. After 15 min, to the mixture was added 2,4,6-trimethylacetophenone (27.2 mg, 0.149 mmol). The reaction mixture was stirred at room temperature for 18 hrs. The mixture was diluted with water and extracted with ethyl acetate (×3). The combined organic layer was washed and brine (×1), dried over anhydro...